This data is from the Open Reaction Database (ORD), a public repository of structured organic reaction records. The task is: describe an organic reaction: reactants, conditions, products, and yield As a reaction SMILES: [CH:1]1([C:4]2[O:8][N:7]=[C:6]([C:9]3[CH:14]=[CH:13][CH:12]=[CH:11][C:10]=3[O:15][C:16]([F:19])([F:18])[F:17])[C:5]=2[CH2:20][O:21][CH:22]2[CH2:28][CH:27]3[N:29]([C:30]4[CH:42]=[CH:41][C:33]5[C:34]([C:37]([O:39]C)=[O:38])=[N:35][S:36][C:32]=5[CH:31]=4)[CH:24]([CH2:25][CH2:26]3)[CH2:23]2)[CH2:3][CH2:2]1.[Li+].[OH-]>C1COCC1.CO.O>[CH:1]1([C:4]2[O:8][N:7]=[C:6]([C:9]3[CH:14]=[CH:13][CH:12]=[CH:11][C:10]=3[O:15][C:16]([F:17])([F:19])[F:18])[C:5]=2[CH2:20][O:21][CH:22]2[CH2:28][CH:27]3[N:29]([C:30]4[CH:42]=[CH:41][C:33]5[C:34]([C:37]([OH:39])=[O:38])=[N:35][S:36][C:32]=5[CH:31]=4)[CH:24]([CH2:25][CH2:26]3)[CH2:23]2)[CH2:3][CH2:2]1 |f:1.2,3.4.5|. Product: C1(CC1)C1=C(C(=NO1)C1=C(C=CC=C1)OC(F)(F)F)COC1CC2CCC(C1)N2C2=CC1=C(C(=NS1)C(=O)O)C=C2 (6-(3-((5-cyclopropyl-3-(2-(trifluoromethoxy)phenyl)isoxazol-4-yl)methoxy)-8-azabicyclo[3.2.1]octan-8-yl)benzo[d]isothiazole-3-carboxylic acid). Reactants: C1(CC1)C1=C(C(=NO1)C1=C(C=CC=C1)OC(F)(F)F)COC1CC2CCC(C1)N2C2=CC1=C(C(=NS1)C(=O)OC)C=C2 (Methyl 6-(3-((5-cyclopropyl-3-(2-(trifluoromethoxy)phenyl)isoxazol-4-yl)methoxy)-8-azabicyclo[3.2.1]octan-8-yl)benzo[d]isothiazole-3-carboxylate), [Li+].[OH-] (LiOH). The solvent is C1CCOC1.CO.O (THF MeOH—H2O). Procedure details: Methyl 6-(3-((5-cyclopropyl-3-(2-(trifluoromethoxy)phenyl)isoxazol-4-yl)methoxy)-8-azabicyclo[3.2.1]octan-8-yl)benzo[d]isothiazole-3-carboxylate (37 mg, 0.062 mg) in a 3:2:1 THF-MeOH—H2O solution (1 mL) was treated with a 6N LiOH solution (85 μL, 0.49 mmol) at rt for 12 hours. After this time the organic was removed in vacuo and the residue was diluted with water (1 mL.) and cooled in ice. 3N NaOH was added dropwise until pH 7. The solid that separated was collected by filtration, washed with ad... Reactants: C(C)(=O)O (acetic acid), [OH-].[K+] (Potassium hydroxide), C[C@]12CC[C@@H]3C=4C=CC(=CC4CC[C@H]3[C@@H]1CCC2=O)O (estrone), S1C(=CC=C1)C=O (thiophene-2-carboxaldehyde). Run in O (water), C(C)O (ethanol). Run at time 4 hour. The product is OC=1C=CC=2C3CCC4(C(C(CC4C3CCC2C1)=CC=1SC=CC1)=O)C (3-Hydroxy-13-methyl-16-thiophen-2-ylmethylene-6,7,8,9,11,12,13,14,15,16-decahydro-cyclopenta[a]phenanthren-17-one). As a reaction SMILES: [OH-].[K+].[CH3:3][C@@:4]12[C:20](=[O:21])[CH2:19][CH2:18][C@H:17]1[C@H:16]1[C@@H:7]([C:8]3[CH:9]=[CH:10][C:11]([OH:22])=[CH:12][C:13]=3[CH2:14][CH2:15]1)[CH2:6][CH2:5]2.[S:23]1[CH:27]=[CH:26][CH:25]=[C:24]1[CH:28]=O.C(O)(=O)C>C(O)C.O>[OH:22][C:11]1[CH:10]=[CH:9][C:8]2[CH:7]3[CH:16]([CH2:15][CH2:14][C:13]=2[CH:12]=1)[CH:17]1[C:4]([CH3:3])([C:20](=[O:21])[C:19](=[CH:28][C:24]2[S:23][CH:27]=[CH:26][CH:25]=2)[CH2:18]1)[CH2:5][CH2:6]3 |f:0.1|. Procedure: Potassium hydroxide (2.0 g) was added to a suspension of estrone (1.352 g, 5.0 mmol) and thiophene-2-carboxaldehyde (561 mg, 5.0 mmol) in ethanol (40 mL). The resulting dark brown solution was stirred for 4 hours at room temperature, then acetic acid (5 mL) and water (5 ml) were added, the product started to precipitate after a few minutes and was filtered off, washed with water (20 mL), ethanol (10 mL) and diethyl ether (10 mL) and dried under high vacuum. Yield: 1.614 g (89%) yellow solid. 1H-... Reactants: CC1(COC1)CSCC1(COC1)C (Bis((3-methyloxetan-3-yl)methyl)sulfane), CO (MeOH), NaIO4. The solvent is O (water). Conditions: temperature 0 celsius, time 12 hour. The product is S(=O)(CC1(COC1)C)CC1(COC1)C (3,3′-Sulfinylbis(methylene)bis(3-methyloxetane)). Reaction SMILES: [CH3:1][C:2]1([CH2:6][S:7][CH2:8][C:9]2([CH3:13])[CH2:12][O:11][CH2:10]2)[CH2:5][O:4][CH2:3]1.C[OH:15]>O>[S:7]([CH2:6][C:2]1([CH3:1])[CH2:5][O:4][CH2:3]1)([CH2:8][C:9]1([CH3:13])[CH2:10][O:11][CH2:12]1)=[O:15]. Procedure: A 1-L round-bottom flask was charged with a solution of 6 (14.9 g, 73.6 mmol) in MeOH (240 mL) and cooled to 0° C. A solution of NaIO4 (16.5 g, 77.3 mmol) in water (180 mL) was added via addition funnel over ˜15 min. The ice bath was removed and the slurry was warmed to rt. MeOH (2×50 mL, added 20 min apart) was added, and the mixture was stirred for 12 h at rt. The mixture was filtered through a fritted funnel, and the white precipitate was washed with MeOH. The combined filtrate and washings w...